This data is from the Open Reaction Database (ORD), a public repository of structured organic reaction records. The task is: describe an organic reaction: reactants, conditions, products, and yield Starting materials: CC(C)(C)OC(=O)N1CCOc2c(Br)cccc2C1, CCO, Cc1ccccc1, OB(O)c1ccccc1F, [Na+], [Na+], O=C([O-])[O-], O, c1ccc(P(c2ccccc2)(c2ccccc2)[Pd](P(c2ccccc2)(c2ccccc2)c2ccccc2)(P(c2ccccc2)(c2ccccc2)c2ccccc2)P(c2ccccc2)(c2ccccc2)c2ccccc2)cc1. The product is CC(C)(C)OC(=O)N1CCOc2c(cccc2-c2ccccc2F)C1. Reaction SMILES: [Br:1][c:2]1[cH:3][cH:4][cH:5][c:6]2[c:12]1[O:11][CH2:10][CH2:9][N:8]([C:13](=[O:14])[O:15][C:16]([CH3:17])([CH3:18])[CH3:19])[CH2:7]2.[CH3:31][CH2:32][OH:33].[CH3:40][c:41]1[cH:42][cH:43][cH:44][cH:45][cH:46]1.[F:20][c:21]1[c:22]([B:27]([OH:28])[OH:29])[cH:23][cH:24][cH:25][cH:26]1.[Na+:34].[Na+:35].[O-:36][C:37](=[O:38])[O-:39].[OH2:30].[cH:47]1[cH:48][cH:49][c:50]([P:51]([Pd:52]([P:53]([c:54]2[cH:55][cH:56][cH:57][cH:58][cH:59]2)([c:60]2[cH:61][cH:62][cH:63][cH:64][cH:65]2)[c:66]2[cH:67][cH:68][cH:69][cH:70][cH:71]2)([P:72]([c:73]2[cH:74][cH:75][cH:76][cH:77][cH:78]2)([c:79]2[cH:80][cH:81][cH:82][cH:83][cH:84]2)[c:85]2[cH:86][cH:87][cH:88][cH:89][cH:90]2)[P:91]([c:92]2[cH:93][cH:94][cH:95][cH:96][cH:97]2)([c:98]2[cH:99][cH:100][cH:101][cH:102][cH:103]2)[c:104]2[cH:105][cH:106][cH:107][cH:108][cH:109]2)([c:110]2[cH:111][cH:112][cH:113][cH:114][cH:115]2)[c:116]2[cH:117][cH:118][cH:119][cH:120][cH:121]2)[cH:122][cH:123]1>>[c:2]1(-[c:22]2[c:21]([F:20])[cH:26][cH:25][cH:24][cH:23]2)[cH:3][cH:4][cH:5][c:6]2[c:12]1[O:11][CH2:10][CH2:9][N:8]([C:13](=[O:14])[O:15][C:16]([CH3:17])([CH3:18])[CH3:19])[CH2:7]2. Starting materials: C1CCOC1, CN(C)CCO, COC(=O)c1ccc(O)cc1, CCOC(=O)N=NC(=O)OCC, c1ccc(P(c2ccccc2)c2ccccc2)cc1. Product: COC(=O)c1ccc(OCCN(C)C)cc1. RXN SMILES: [CH2:49]1[O:50][CH2:51][CH2:52][CH2:53]1.[CH3:1][N:2]([CH2:3][CH2:4][OH:5])[CH3:6].[CH3:7][O:8][C:9]([c:10]1[cH:11][cH:12][c:13]([OH:16])[cH:14][cH:15]1)=[O:17].[O:37]=[C:38]([O:39][CH2:40][CH3:41])[N:42]=[N:43][C:44]([O:45][CH2:46][CH3:47])=[O:48].[c:18]1([P:19]([c:20]2[cH:21][cH:22][cH:23][cH:24][cH:25]2)[c:26]2[cH:27][cH:28][cH:29][cH:30][cH:31]2)[cH:32][cH:33][cH:34][cH:35][cH:36]1>>[CH3:1][N:2]([CH2:3][CH2:4][O:5][c:13]1[cH:12][cH:11][c:10]([C:9]([O:8][CH3:7])=[O:17])[cH:15][cH:14]1)[CH3:6]. The reactants are C(=O)O.NCCC1=CC=C(NC2CCN(CC2)C(=O)NCC2=CC(=C(C=C2)Cl)Cl)C=C1 (4-[4-(2-Aminoethyl)anilino]-N-(3,4-dichlorobenzyl)-1-piperidinecarboxamide formate), C(C)(C)(C)[Si](C1=CC=CC=C1)(C1=CC=CC=C1)OC1=CC=C(C=C1)OCC1OC1 (tert-butyl-(4-oxiranylmethoxy-phenoxy)-diphenyl-silane). Yields the product ClC=1C=C(CNC(=O)N2CCC(CC2)NC2=CC=C(C=C2)CCNC[C@@H](COC2=CC=C(C=C2)O)O)C=CC1Cl (4-(4-{2-[(2S)-2-Hydroxy-3-(4-hydroxy-phenoxy)-propylamino]-ethyl}-phenylamino)-piperidine-1-carboxylic Acid 3,4-dichloro-benzylamide). Yield: 29.5%. RXN SMILES: C(O)=O.[NH2:4][CH2:5][CH2:6][C:7]1[CH:31]=[CH:30][C:10]([NH:11][CH:12]2[CH2:17][CH2:16][N:15]([C:18]([NH:20][CH2:21][C:22]3[CH:27]=[CH:26][C:25]([Cl:28])=[C:24]([Cl:29])[CH:23]=3)=[O:19])[CH2:14][CH2:13]2)=[CH:9][CH:8]=1.C([Si]([O:49][C:50]1[CH:55]=[CH:54][C:53]([O:56][CH2:57][CH:58]2[CH2:60][O:59]2)=[CH:52][CH:51]=1)(C1C=CC=CC=1)C1C=CC=CC=1)(C)(C)C>>[Cl:29][C:24]1[CH:23]=[C:22]([CH:27]=[CH:26][C:25]=1[Cl:28])[CH2:21][NH:20][C:18]([N:15]1[CH2:16][CH2:17][CH:12]([NH:11][C:10]2[CH:9]=[CH:8][C:7]([CH2:6][CH2:5][NH:4][CH2:60][C@H:58]([OH:59])[CH2:57][O:56][C:53]3[CH:54]=[CH:55][C:50]([OH:49])=[CH:51][CH:52]=3)=[CH:31][CH:30]=2)[CH2:13][CH2:14]1)=[O:19] |f:0.1|. Procedure details: 4-[4-(2-Aminoethyl)anilino]-N-(3,4-dichlorobenzyl)-1-piperidinecarboxamide formate (0.30 g, 0.64 mmol) was reacted with tert-butyl-(4-oxiranylmethoxy-phenoxy)-diphenyl-silane (0.233 g, 0.577 mmol) according to Procedure G to give the title compound (eluant: 20:1 chloroform-methanol) (0.14 g, 0.17 mmol). The product is Cc1cccc2c1C(=O)NC1CN(CCc3ccccc3)CC21. The reactants are Cc1cccc2c1C(=O)NC1CN(Cc3ccccc3)CC21, CO, O=CCc1ccccc1. RXN SMILES: [CH2:1]([c:2]1[cH:3][cH:4][cH:5][cH:6][cH:7]1)[N:8]1[CH2:9][CH:10]2[NH:11][C:12](=[O:22])[c:13]3[c:14]([CH3:21])[cH:15][cH:16][cH:17][c:18]3[CH:19]2[CH2:20]1.[CH3:32][OH:33].[CH:23](=[O:24])[CH2:25][c:26]1[cH:27][cH:28][cH:29][cH:30][cH:31]1>>[CH2:1]([N:8]1[CH2:9][CH:10]2[NH:11][C:12](=[O:22])[c:13]3[c:14]([CH3:21])[cH:15][cH:16][cH:17][c:18]3[CH:19]2[CH2:20]1)[CH2:25][c:26]1[cH:27][cH:28][cH:29][cH:30][cH:31]1. Starting materials: BrB(Br)Br, ClCCl, COc1cccc2c1c(CC(N)=O)c(C)n2Cc1ccccc1. The product is Cc1c(CC(N)=O)c2c(O)cccc2n1Cc1ccccc1. Reaction SMILES: [B:24]([Br:25])([Br:26])[Br:27].[CH2:28]([Cl:29])[Cl:30].[CH3:1][O:2][c:3]1[c:4]2[c:5]([CH2:20][C:21](=[O:22])[NH2:23])[c:6]([CH3:19])[n:7]([CH2:12][c:13]3[cH:14][cH:15][cH:16][cH:17][cH:18]3)[c:8]2[cH:9][cH:10][cH:11]1>>[OH:2][c:3]1[c:4]2[c:5]([CH2:20][C:21](=[O:22])[NH2:23])[c:6]([CH3:19])[n:7]([CH2:12][c:13]3[cH:14][cH:15][cH:16][cH:17][cH:18]3)[c:8]2[cH:9][cH:10][cH:11]1. Starting materials: product, C(C)(=O)C1=C(C=C(C=C1)OC)NC(=O)C1CC1 (cyclopropanecarboxylic acid (2-acetyl-5-methoxy-phenyl)-amide), C(C)(C)(C)O[K] (tert-BuOK). Run in C(C)(C)(C)O (tert-butanol). Yields the product C1(CC1)C1=NC2=CC(=CC=C2C(=C1)O)OC (2-Cyclopropyl-7-methoxy-quinolin-4-ol). The yield is 20.0%. RXN SMILES: [C:1]([C:4]1[CH:9]=[CH:8][C:7]([O:10][CH3:11])=[CH:6][C:5]=1[NH:12][C:13]([CH:15]1[CH2:17][CH2:16]1)=O)(=[O:3])[CH3:2].C(O[K])(C)(C)C>C(O)(C)(C)C>[CH:15]1([C:13]2[CH:2]=[C:1]([OH:3])[C:4]3[C:5](=[CH:6][C:7]([O:10][CH3:11])=[CH:8][CH:9]=3)[N:12]=2)[CH2:17][CH2:16]1. Procedure details: Step 68b) A solution of product (5.35 g, 22.72 mmol) of step 1 example 376 {cyclopropanecarboxylic acid (2-acetyl-5-methoxy-phenyl)-amide} and tert-BuOK (5.45 g, 48.6 mmol) in tert-butanol (130 g) was refluxed for 6 h. The reaction mixture was cooled, poured into ice cold buffer and adjusted to pH 7, filtered. The solid collection was recrystallized from MeOH/Et2O to provide the product (1 g, 20%): 1H NMR (methanol-d4) δ ppm 0.96 (m, 2H), 1.15 (m, 2H), 1.94 (m, 1H), 3.87 (s, 3H), 5.86 (m, 1H), 6... Reactants: FC(C=1C=C(C=CC1)NC(=O)N1C=CC2=CC(=CC=C12)OC1=CC(=NC=C1)COS(=O)(=O)C)(F)F (methanesulfonic acid 4-[1-(3-trifluoromethyl-phenylcarbamoyl)-1H-indol-5-yloxy]pyridine-2-ylmethyl ester), C(C)(C)N (isopropyl amine). Yields the product FC(C=1C=C(C=CC1)NC(=O)N1C=CC2=CC(=CC=C12)OC1=CC(=NC=C1)CNC(C)C)(F)F (5-[2-(isopropylamino-methyl)-pyridin-4-yloxy]-indole-1-carboxylic acid (3-trifluoromethyl-phenyl)-amide). As a reaction SMILES: [F:1][C:2]([F:35])([F:34])[C:3]1[CH:4]=[C:5]([NH:9][C:10]([N:12]2[C:20]3[C:15](=[CH:16][C:17]([O:21][C:22]4[CH:27]=[CH:26][N:25]=[C:24]([CH2:28]OS(C)(=O)=O)[CH:23]=4)=[CH:18][CH:19]=3)[CH:14]=[CH:13]2)=[O:11])[CH:6]=[CH:7][CH:8]=1.[CH:36]([NH2:39])([CH3:38])[CH3:37]>>[F:34][C:2]([F:1])([F:35])[C:3]1[CH:4]=[C:5]([NH:9][C:10]([N:12]2[C:20]3[C:15](=[CH:16][C:17]([O:21][C:22]4[CH:27]=[CH:26][N:25]=[C:24]([CH2:28][NH:39][CH:36]([CH3:38])[CH3:37])[CH:23]=4)=[CH:18][CH:19]=3)[CH:14]=[CH:13]2)=[O:11])[CH:6]=[CH:7][CH:8]=1. Reported procedure: A solution of methanesulfonic acid 4-[1-(3-trifluoromethyl-phenylcarbamoyl)-1H-indol-5-yloxy]pyridine-2-ylmethyl ester (150 mg, 0.30 mmol) and isopropyl amine (5 mL) is stirred at rt for 2 h. The reaction is concentrated under reduced pressure and the residue separated via semi-prep HPLC (C18; 10-100% I/H2O with 0.1% NH4OH) to give 5-[2-(isopropylamino-methyl)-pyridin-4-yloxy]-indole-1-carboxylic acid (3-trifluoromethyl-phenyl)-amide. MS (ESI) m/z 469.2 (M+1); 1H NMR (400 MHz, MeOD) δ ppm 8.25-8... Starting materials: C(C)(C)(C)OC(=O)NCCCNC1=NC2=CC(=CC=C2C=C1C(=O)O)OC (2-(3-tert-Butoxycarbonylamino-propylamino)-7-methoxy-quinoline-3-carboxylic acid). Procedure: A suspension of 2-(3-tert-Butoxycarbonylamino-propylamino)-7-methoxy-quinoline-3-carboxylic acid (30 mg, 0.08 mmol) in dry 4N HCl/1,4-Dioxane (1 ml) solution was heated at reflux for 5 days. After evaporating the solvent, the residue was recrystallized from methanol and diethyl ether to give 2-(3-Amino-propylamino)-7-methoxy-quinoline-3-carboxylic acid as the white crystal; 19.3 mg (88%). 1H NMR (400 MHz, DMSO-d6) ppm 1.91 (m, 2H), 2.90 (t, 2H, J=7.3 Hz), 3.56 (m, 2H), 3.83 (s, 3H), 6.74 (dd, 1H... RXN SMILES: C(OC([NH:8][CH2:9][CH2:10][CH2:11][NH:12][C:13]1[C:22]([C:23]([OH:25])=[O:24])=[CH:21][C:20]2[C:15](=[CH:16][C:17]([O:26][CH3:27])=[CH:18][CH:19]=2)[N:14]=1)=O)(C)(C)C>Cl.O1CCOCC1>[NH2:8][CH2:9][CH2:10][CH2:11][NH:12][C:13]1[C:22]([C:23]([OH:25])=[O:24])=[CH:21][C:20]2[C:15](=[CH:16][C:17]([O:26][CH3:27])=[CH:18][CH:19]=2)[N:14]=1 |f:1.2|. Yields the product NCCCNC1=NC2=CC(=CC=C2C=C1C(=O)O)OC (2-(3-Amino-propylamino)-7-methoxy-quinoline-3-carboxylic acid). Run in Cl.O1CCOCC1 (HCl 1,4-Dioxane).